This data is from the Open Reaction Database (ORD), a public repository of structured organic reaction records. The task is: describe an organic reaction: reactants, conditions, products, and yield Reaction SMILES: [NH2:1][C:2]1[CH:7]=[CH:6][C:5]([Br:8])=[CH:4][N:3]=1.C1CCN2C(=NCCC2)CC1.[CH:20]([N:23]=[C:24]=[O:25])([CH3:22])[CH3:21]>C(Cl)Cl>[Br:8][C:5]1[CH:6]=[CH:7][C:2]([NH:1][C:24]([NH:23][CH:20]([CH3:22])[CH3:21])=[O:25])=[N:3][CH:4]=1. Product: BrC=1C=CC(=NC1)NC(=O)NC(C)C (1-(5-Bromo-pyridin-2-yl)-3-isopropyl-urea). The solvent is C(Cl)Cl (CH2Cl2), TBF. The reactants are NC1=NC=C(C=C1)Br (2-amino-5-bromo-pyridine), C1CCC2=NCCCN2CC1 (DBU), C(C)(C)N=C=O (iso-propyl-isocyanate). Reaction conditions: time 12 hour. Procedure details: To a solution of 2-amino-5-bromo-pyridine (1.05 eq.) in TBF (0.2M) was added DBU (1.0 eq.) followed by iso-propyl-isocyanate (1.0 eq.). The mixture was stirred for 12 h, diluted with CH2Cl2, washed with brine, dried over MgSO4, filtered and concentrated. Crystallization from acetone afforded the title compound as a white solid. Starting materials: FC1=C(C=CC(=C1)CCC1=C(C=CC(=C1)OC)C1CC2=CC=C(C=C2CC1)OC)O (2-fluoro-4-{2-[5-methoxy-2-(6-methoxy-1,2,3,4-tetrahydronaphthalen-2-yl)phenyl]ethyl}phenol), Cl.ClCCN1CCCCCC1 (1-(2-chloroethyl)azepane hydrochloride), FC1=C(OCCN2CCCCCC2)C=CC(=C1)CCC1=C(C=CC(=C1)OC)C1CC2=CC=C(C=C2CC1)OC (1-{2-{2-fluoro-4-{2-[5-methoxy-2-(6-methoxy-1,2,3,4-tetrahydronaphthalen-2-yl)phenyl]ethyl}phenoxy}ethyl}azepane). The product is N1(CCCCCC1)CCOC1=C(C=C(C=C1)CCC1=C(C=CC(=C1)O)C1CC=2C=CC(=CC2CC1)O)F (6-{2-{2-[4-(2-Azepan-1-ylethoxy)-3-fluorophenyl]ethyl}-4-hydroxyphenyl}-5,6,7,8-tetrahydronaphthalen-2-ol). The yield is 61.9%. As a reaction SMILES: FC1C=C(CCC2C=C(OC)C=CC=2C2CCC3C(=CC=C(OC)C=3)C2)C=CC=1O.Cl.ClCCN1CCCCCC1.[F:42][C:43]1[CH:58]=[C:57]([CH2:59][CH2:60][C:61]2[CH:66]=[C:65]([O:67]C)[CH:64]=[CH:63][C:62]=2[CH:69]2[CH2:78][CH2:77][C:76]3[C:71](=[CH:72][CH:73]=[C:74]([O:79]C)[CH:75]=3)[CH2:70]2)[CH:56]=[CH:55][C:44]=1[O:45][CH2:46][CH2:47][N:48]1[CH2:54][CH2:53][CH2:52][CH2:51][CH2:50][CH2:49]1>>[N:48]1([CH2:47][CH2:46][O:45][C:44]2[CH:55]=[CH:56][C:57]([CH2:59][CH2:60][C:61]3[CH:66]=[C:65]([OH:67])[CH:64]=[CH:63][C:62]=3[CH:69]3[CH2:78][CH2:77][C:76]4[CH:75]=[C:74]([OH:79])[CH:73]=[CH:72][C:71]=4[CH2:70]3)=[CH:58][C:43]=2[F:42])[CH2:54][CH2:53][CH2:52][CH2:51][CH2:50][CH2:49]1 |f:1.2|. Procedure details: Synthesized from 2-fluoro-4-{2-[5-methoxy-2-(6-methoxy-1,2,3,4-tetrahydronaphthalen-2-yl)phenyl]ethyl}phenol and 1-(2-chloroethyl)azepane hydrochloride according to an analogous synthetic method to Preparation Example 40, 1-{2-{2-fluoro-4-{2-[5-methoxy-2-(6-methoxy-1,2,3,4-tetrahydronaphthalen-2-yl)phenyl]ethyl}phenoxy}ethyl}azepane (203 mg) was used according to an analogous synthetic method to Example 111 to provide the title compound (119 mg). Starting materials: CN(C)C=O, Cl, [H-], O=[N+]([O-])c1cc[nH]n1, [Na+], ClCc1cccnc1. The product is O=[N+]([O-])c1ccn(Cc2cccnc2)n1. As a reaction SMILES: [CH3:20][N:21]([CH3:22])[CH:23]=[O:24].[ClH:11].[H-:9].[N+:1](=[O:2])([O-:3])[c:4]1[n:5][nH:6][cH:7][cH:8]1.[Na+:10].[cH:12]1[c:13]([CH2:18][Cl:19])[cH:14][cH:15][cH:16][n:17]1>>[N+:1](=[O:2])([O-:3])[c:4]1[n:5][n:6]([CH2:18][c:13]2[cH:12][n:17][cH:16][cH:15][cH:14]2)[cH:7][cH:8]1. Starting materials: FC1=CC=C(C=C1)O (4-fluorophenol), ClCC(C(C)(C)C1OCCO1)=O (1-chloro-3-(1,3-dioxolan-2-yl)-3-methyl-2-butanone), C([O-])([O-])=O.[K+].[K+] (potassium carbonate). The solvent is C(C)C(=O)C (methyl ethyl ketone). Product: O1C(OCC1)C(C(COC1=CC=C(C=C1)F)=O)(C)C (3-(1,3-dioxolan-2-yl)-1-(4-fluorophenoxy)-3-methyl-2-butanone). Yield: 72.1%. As a reaction SMILES: [F:1][C:2]1[CH:7]=[CH:6][C:5]([OH:8])=[CH:4][CH:3]=1.Cl[CH2:10][C:11](=[O:20])[C:12]([CH:15]1[O:19][CH2:18][CH2:17][O:16]1)([CH3:14])[CH3:13].C(=O)([O-])[O-].[K+].[K+]>C(C(C)=O)C>[O:16]1[CH2:17][CH2:18][O:19][CH:15]1[C:12]([CH3:14])([CH3:13])[C:11](=[O:20])[CH2:10][O:8][C:5]1[CH:6]=[CH:7][C:2]([F:1])=[CH:3][CH:4]=1 |f:2.3.4|. Procedure: A mixture of 16.7 g (0.15 mol) of 4-fluorophenol, 29 g (0.15 mol) of 1-chloro-3-(1,3-dioxolan-2-yl)-3-methyl-2-butanone and 23.4 g (0.17 mol) of powdered potassium carbonate in 300 ml of methyl ethyl ketone is heated under reflux for 16 hours. It is allowed to cool and is filtered. The filtrate is concentrated, the residue is taken up in dichloromethane, the mixture is washed once with 5% strength sodium hydroxide solution and once with water, dried over sodium sulphate and concentrated and the ...